The task is: describe an organic reaction: reactants, conditions, products, and yield. This data is from the Open Reaction Database (ORD), a public repository of structured organic reaction records. Starting materials: FC(OC1=CC=C(C=C1)N1C(C2(CC1)CC(NCC2)=O)=O)(F)F (2-(4-trifluoromethoxy-phenyl)-2,8-diaza-spiro[4.5]decane-1,7-dione), BrCCCC (1-bromo-butane). Product: C(CCC)N1C(CC2(CCN(C2=O)C2=CC=C(C=C2)OC(F)(F)F)CC1)=O (8-Butyl-2-(4-trifluoromethoxy-phenyl)-2,8-diaza-spiro[4.5]decane-1,7-dione). Reaction SMILES: [F:1][C:2]([F:23])([F:22])[O:3][C:4]1[CH:9]=[CH:8][C:7]([N:10]2[CH2:14][CH2:13][C:12]3([CH2:19][CH2:18][NH:17][C:16](=[O:20])[CH2:15]3)[C:11]2=[O:21])=[CH:6][CH:5]=1.Br[CH2:25][CH2:26][CH2:27][CH3:28]>>[CH2:25]([N:17]1[CH2:18][CH2:19][C:12]2([C:11](=[O:21])[N:10]([C:7]3[CH:8]=[CH:9][C:4]([O:3][C:2]([F:1])([F:22])[F:23])=[CH:5][CH:6]=3)[CH2:14][CH2:13]2)[CH2:15][C:16]1=[O:20])[CH2:26][CH2:27][CH3:28]. Procedure: This material was prepared as a white solid in analogy to example 1 step E) from 2-(4-trifluoromethoxy-phenyl)-2,8-diaza-spiro[4.5]decane-1,7-dione and 1-bromo-butane. MS (ESI): 385.1 (MH+). RXN SMILES: [CH2:1]1[O:2][CH2:3][CH2:4][CH2:5]1.[CH3:6][C:7]([CH:8]1[CH2:9][CH2:10][CH:11]2[CH:12]3[CH2:13][CH2:14][CH:15]4[CH2:16][C:17](=[O:27])[CH2:18][CH2:19][C:20]4([CH3:21])[CH:22]3[CH2:23][CH2:24][C:25]12[CH3:26])=[O:28]>>[CH3:6][C:7]([CH:8]1[CH2:9][CH2:10][CH:11]2[CH:12]3[CH2:13][CH2:14][CH:15]4[CH2:16][CH:17]([OH:27])[CH2:18][CH2:19][C:20]4([CH3:21])[CH:22]3[CH2:23][CH2:24][C:25]12[CH3:26])=[O:28]. The product is CC(=O)C1CCC2C3CCC4CC(O)CCC4(C)C3CCC12C. Reactants: C1CCOC1, CC(=O)C1CCC2C3CCC4CC(=O)CCC4(C)C3CCC12C. Reactants: COC1CCCN(C(=O)OC(C)(C)C)C1, ClCCl, Cl. The product is COC1CCCNC1, Cl. RXN SMILES: [CH3:1][O:2][CH:3]1[CH2:4][N:5]([C:9]([O:10][C:11]([CH3:12])([CH3:13])[CH3:14])=[O:15])[CH2:6][CH2:7][CH2:8]1.[Cl:17][CH2:18][Cl:19].[ClH:16]>>[CH3:1][O:2][CH:3]1[CH2:4][NH:5][CH2:6][CH2:7][CH2:8]1.[ClH:16]. The reactants are NC1=C(C(=O)O)C=CC(=C1)C(F)(F)F (2-amino-4-(trifluoromethyl)benzoic acid), [N+](=[N-])=C (diazomethane). Solvent: C1CCOC1 (THF), CCOCC (ether). The product is NC1=C(C(=O)OC)C=CC(=C1)C(F)(F)F (methyl 2-amino-4-(trifluoromethyl)benzoate). RXN SMILES: [NH2:1][C:2]1[CH:10]=[C:9]([C:11]([F:14])([F:13])[F:12])[CH:8]=[CH:7][C:3]=1[C:4]([OH:6])=[O:5].[N+](=[CH2:17])=[N-]>C1COCC1.CCOCC>[NH2:1][C:2]1[CH:10]=[C:9]([C:11]([F:12])([F:13])[F:14])[CH:8]=[CH:7][C:3]=1[C:4]([O:6][CH3:17])=[O:5]. Reported procedure: To a solution of 2-amino-4-(trifluoromethyl)benzoic acid (5 g) in THF (85 ml) was added diazomethane (48.7 ml) in ether until completion of the reaction. Nitrogen was bubbled into the reaction mixture for 15 minutes to remove the excess of diazomethane and the solvent was removed under reduced pressure to provide a light brown solid (5.34 g). The compound was used in the next without purification. LRMS (ES+) m/z 220.1 (M+H)+. Reactants: C(C)(C)(C)[Li] (t-butyllithium), BrC1=CC=C(C=C1C1=CC(=CC=C1)OC)OC (6-bromo-3,3'-dimethoxy-biphenyl), Cl (hydrochloric acid), C(=O)=O (dry ice). The solvent is hexanes, Hexanes, CCOCC (ether), CN(C=O)C (dimethylformamide), O (water), CCOCC (ether). Reaction conditions: temperature -60 celsius. Product: C(=O)(O)C1=C(C=C(C=C1)OC)C1=CC=CC(=C1)OC (2-carboxy-5,5'-dimethoxybiphenyl). As a reaction SMILES: Br[C:2]1[C:7]([C:8]2[CH:13]=[CH:12][CH:11]=[C:10]([O:14][CH3:15])[CH:9]=2)=[CH:6][C:5]([O:16][CH3:17])=[CH:4][CH:3]=1.C([Li])(C)(C)C.[C:23](=[O:25])=[O:24].Cl>CN(C)C=O.CCOCC.O>[C:23]([C:2]1[CH:3]=[CH:4][C:5]([O:16][CH3:17])=[CH:6][C:7]=1[C:8]1[CH:9]=[C:10]([O:14][CH3:15])[CH:11]=[CH:12][CH:13]=1)([OH:25])=[O:24]. Reported procedure: 12.1 g of 6-bromo-3,3'-dimethoxy-biphenyl was dissolved in 100 mL of dry dimethylformamide and the resulting solution was cooled to -60° C. under nitrogen. 55 mL of 1.7 M t-butyllithium in hexanes was added over a 20-minute period. The resulting solution was transferred to another flask containing a mixture of 275 mL of ether and dry ice which effected a lot of gas evolution. The mixture was allowed to warm to room temperature over a 3-hour period during which time a white precipitate had formed... Starting materials: COC(=O)C(Cl)CSCC(N)=O, O, Cc1ccc(S(=O)(=O)Cl)cc1. Product: COC(=O)C(Cl)CSCC#N. As a reaction SMILES: [Cl:1][CH:2]([CH2:3][S:4][CH2:5][C:6](=[O:7])[NH2:8])[C:9](=[O:10])[O:11][CH3:12].[OH2:24].[S:13]([Cl:14])([c:15]1[cH:16][cH:17][c:18]([CH3:19])[cH:20][cH:21]1)(=[O:22])=[O:23]>>[Cl:1][CH:2]([CH2:3][S:4][CH2:5][C:6]#[N:8])[C:9](=[O:10])[O:11][CH3:12]. Starting materials: C=Cc1ccc(Br)cc1, O=C(O)C1CC1c1ccc(Br)cc1, CCOC(=O)C1CC1c1ccc(Br)cc1, [Li+], [N-]=[N+]=CC(=O)[O-], [OH-]. Product: O=C(O)C1CC1c1ccc(Br)cc1. As a reaction SMILES: [Br:22][c:23]1[cH:24][cH:25][c:26]([CH:27]=[CH2:28])[cH:29][cH:30]1.[Br:31][c:32]1[cH:33][cH:34][c:35]([CH:36]2[CH2:37][CH:38]2[C:39]([OH:40])=[O:41])[cH:42][cH:43]1.[Br:7][c:8]1[cH:9][cH:10][c:11]([CH:14]2[CH:15]([C:17](=[O:18])[O:19][CH2:20][CH3:21])[CH2:16]2)[cH:12][cH:13]1.[Li+:45].[N+:1](=[CH:2][C:3]([O-:4])=[O:5])=[N-:6].[OH-:44]>>[Br:7][c:8]1[cH:9][cH:10][c:11]([CH:14]2[CH:15]([C:17](=[O:18])[OH:19])[CH2:16]2)[cH:12][cH:13]1. Reaction SMILES: [CH2:1]([O:3][C:4]([CH:6]1[CH2:11][CH2:10][N:9]([CH2:12][C:13]2[CH:22]=[CH:21][C:20]3[C:15](=[CH:16][CH:17]=[C:18]([OH:23])[CH:19]=3)[CH:14]=2)[CH2:8][CH2:7]1)=[O:5])[CH3:2].[CH3:24][C:25]([C@H:29]1[CH2:34][CH2:33][C@H:32](O)[CH2:31][CH2:30]1)([CH3:28])[CH2:26][CH3:27].C1(P(C2C=CC=CC=2)C2C=CC=CC=2)C=CC=CC=1.C1(C)C=CC=CC=1.N(C(OC(C)C)=O)=NC(OC(C)C)=O>>[C:25]([C@@H:29]1[CH2:30][CH2:31][C@H:32]([O:23][C:18]2[CH:19]=[C:20]3[C:15](=[CH:16][CH:17]=2)[CH:14]=[C:13]([CH2:12][N:9]2[CH2:10][CH2:11][CH:6]([C:4]([O:3][CH2:1][CH3:2])=[O:5])[CH2:7][CH2:8]2)[CH:22]=[CH:21]3)[CH2:33][CH2:34]1)([CH2:26][CH3:27])([CH3:24])[CH3:28]. Reported procedure: A mixture of 1-(6-hydroxy-naphthalen-2-ylmethyl)-piperidine-4-carboxylic acid ethyl ester (0.400 g, 1.28 mmol), trans-4-(1,1-dimethyl-propyl)-cyclohexanol (0.2395 g, 1.406 mmol) and triphenylphosphine (0.6695 g, 2.553 mmol) in toluene (5 mL, 40 mmol) was stirred for 20 min, then, diisopropyl azodicarboxylate (0.32 mL, 1.5 mmol) was added drop wise at 0° C. The solution was stirred at reflux overnight. The reaction was added to silica gel and the solvent was concentrated. The residue was purified... The reactants are C(C)OC(=O)C1CCN(CC1)CC1=CC2=CC=C(C=C2C=C1)O (1-(6-hydroxy-naphthalen-2-ylmethyl)-piperidine-4-carboxylic acid ethyl ester), CC(CC)(C)[C@@H]1CC[C@H](CC1)O (trans-4-(1,1-dimethyl-propyl)-cyclohexanol), C1(=CC=CC=C1)P(C1=CC=CC=C1)C1=CC=CC=C1 (triphenylphosphine), C1(=CC=CC=C1)C (toluene), N(=NC(=O)OC(C)C)C(=O)OC(C)C (diisopropyl azodicarboxylate). Yield: 100.7%. Run at time 20 minute. The product is C(C)(C)(CC)[C@H]1CC[C@H](CC1)OC=1C=C2C=CC(=CC2=CC1)CN1CCC(CC1)C(=O)OCC (ethyl 1-((6-((cis-4-(tert-pentyl)cyclohexyl)oxy)naphthalen-2-yl)methyl)piperidine-4-carboxylate).